This data is from the Open Reaction Database (ORD), a public repository of structured organic reaction records. The task is: describe an organic reaction: reactants, conditions, products, and yield The reactants are C(CC(=O)OC)(=O)OC (dimethyl malonate), [H-].[Na+] (sodium hydride), C(C1=CC=CC=C1)N1C2=NC(=NC(=C2N=C1O)N)CCl (9-benzyl-2-chloromethyl-8-hydroxyadenine). Run in CN(C)C=O (DMF). Conditions: time 30 minute. Product: C(C1=CC=CC=C1)N1C2=NC(=NC(=C2N=C1O)N)CC(C(=O)OC)C(=O)OC (9-benzyl-2-(2,2-dimethoxycarbonylethyl)-8-hydroxyadenine). Yield: 64.9%. As a reaction SMILES: [C:1]([O:8][CH3:9])(=[O:7])[CH2:2][C:3]([O:5][CH3:6])=[O:4].[H-].[Na+].[CH2:12]([N:19]1[C:27]([OH:28])=[N:26][C:25]2[C:20]1=[N:21][C:22]([CH2:30]Cl)=[N:23][C:24]=2[NH2:29])[C:13]1[CH:18]=[CH:17][CH:16]=[CH:15][CH:14]=1>CN(C=O)C>[CH2:12]([N:19]1[C:27]([OH:28])=[N:26][C:25]2[C:20]1=[N:21][C:22]([CH2:30][CH:2]([C:1]([O:8][CH3:9])=[O:7])[C:3]([O:5][CH3:6])=[O:4])=[N:23][C:24]=2[NH2:29])[C:13]1[CH:18]=[CH:17][CH:16]=[CH:15][CH:14]=1 |f:1.2|. Procedure: To dimethyl malonate (493 mg, 3.73 mmol) in DMF (8 ml) was added in an ice bath sodium hydride (75 mg, 3.13 mmol). Then the mixture was stirred at room temperature for 30 minutes. Thereto was added 9-benzyl-2-chloromethyl-8-hydroxyadenine (0.10 g, 0.37 mmol), and the mixture was stirred at room temperature for 21 hours. After removing the solvent, the residue was poured into water, concentrated, and neutralized with hydrochloric acid. The resulting solid was filtered, washed with water and dried...